Dataset: the Open Reaction Database (ORD), a public repository of structured organic reaction records. Task: describe an organic reaction: reactants, conditions, products, and yield As a reaction SMILES: C(O[C:6]([NH:8][CH2:9][CH:10]1[CH2:15][CH2:14][N:13]([CH2:16][CH2:17][CH2:18][CH2:19][NH:20][C:21]([C:23]2[C:31]3[C:26](=[CH:27][CH:28]=[CH:29][CH:30]=3)[N:25]([CH3:32])[CH:24]=2)=[O:22])[CH2:12][CH2:11]1)=[O:7])(C)(C)C.[ClH:33].O1[CH2:39][CH2:38][O:37][CH2:36]C1>>[NH2:25][C:26]1[C:27]([Cl:33])=[CH:28][C:39]([C:6]([NH:8][CH2:9][CH:10]2[CH2:15][CH2:14][N:13]([CH2:16][CH2:17][CH2:18][CH2:19][NH:20][C:21]([C:23]3[C:31]4[C:26](=[CH:27][CH:28]=[CH:29][CH:30]=4)[N:25]([CH3:32])[CH:24]=3)=[O:22])[CH2:12][CH2:11]2)=[O:7])=[C:38]([O:37][CH3:36])[CH:31]=1 |f:1.2|. Run at temperature 0 celsius, time 2.5 hour. Product: NC1=CC(=C(C(=O)NCC2CCN(CC2)CCCCNC(=O)C2=CN(C3=CC=CC=C23)C)C=C1Cl)OC (N-(4-(4-(4-amino-5-chloro-2-methoxybenzoylaminomethyl)-piperidin-1-yl)butyl)-1-methyl-1 H-indole-3-carboxamide). Procedure: N-(4-(4-tert-Butoxycarbonylaminomethylpiperidin-1-yl)butyl)-1-methyl-1 H-indole-3-carboxamide (1.40 g) was dissolved in 4N hydrochloric acid-dioxane solution (50 ml) and the mixture was stood at room temperature for 2.5 hr. The reaction mixture was concentrated under reduced pressure. Dimethylformamide (30 ml) was added to the residue and the mixture was neutralized with triethylamine (1.45 ml). 4-Amino-5-chloro-2-methoxybenzoic acid (0.64 g) and 1-hydroxybenzotriazole (0.49 g) were added theret... Reactants: C(C)(C)(C)OC(=O)NCC1CCN(CC1)CCCCNC(=O)C1=CN(C2=CC=CC=C12)C (N-(4-(4-tert-Butoxycarbonylaminomethylpiperidin-1-yl)butyl)-1-methyl-1 H-indole-3-carboxamide), Cl.O1CCOCC1 (hydrochloric acid dioxane). Reactants: ClC(=O)OC (methyl chloroformate), Cl.Cl.Cl.FC1=C(CC2=NC(=C3N2N=CC=C3)C3=NC(=C(C(=N3)N)N)N)C=CC=C1 (2-[7-(2-Fluorobenzyl)imidazo[1,5-b]pyridazin-5-yl]pyrimidine-4,5,6-triamine trihydrochloride), ice water. Solvent: N1=CC=CC=C1 (pyridine). Reaction conditions: temperature 0 celsius, time 10 minute. Yields the product C(=O)O.NC1=NC(=NC(=C1NC(OC)=O)N)C=1N=C(N2N=CC=CC21)CC2=C(C=CC=C2)F (Methyl {4,6-diamino-2-[7-(2-fluorobenzyl)imidazo[1,5-b]pyridazin-5-yl]pyrimidin-5-yl}carbamate formate). RXN SMILES: Cl.Cl.Cl.[F:4][C:5]1[CH:29]=[CH:28][CH:27]=[CH:26][C:6]=1[CH2:7][C:8]1[N:12]2[N:13]=[CH:14][CH:15]=[CH:16][C:11]2=[C:10]([C:17]2[N:22]=[C:21]([NH2:23])[C:20]([NH2:24])=[C:19]([NH2:25])[N:18]=2)[N:9]=1.Cl[C:31]([O:33][CH3:34])=[O:32]>N1C=CC=CC=1>[CH:31]([OH:33])=[O:32].[NH2:25][C:19]1[C:20]([NH:24][C:31](=[O:32])[O:33][CH3:34])=[C:21]([NH2:23])[N:22]=[C:17]([C:10]2[N:9]=[C:8]([CH2:7][C:6]3[CH:26]=[CH:27][CH:28]=[CH:29][C:5]=3[F:4])[N:12]3[C:11]=2[CH:16]=[CH:15][CH:14]=[N:13]3)[N:18]=1 |f:0.1.2.3,6.7|. Procedure: 1.84 g (4.642 mmol) of the compound prepared in Example 9A were initially charged in pyridine (35 ml), 0.359 ml (4.642 mmol) of methyl chloroformate was added at 0° C. and the mixture was stirred at 0° C. for 10 min. After 16 hours of stirring at 20° C., the reaction mixture was poured into ice-water and extracted three times with ethyl acetate. The combined organic phases were washed with saturated aqueous sodium chloride solution, dried over sodium sulfate, filtered and concentrated. The resid... The reactants are CCO, COCCOC, CCNC(=O)Nc1cn2ccc(-c3nc(C)n(C)n3)cc2n1, CC(=O)O, ClCCl, [Na+], [Na+], O=C([O-])[O-], O, OB(O)c1cncnc1. The product is CCNC(=O)Nc1cn2ccc(-c3nc(C)n[nH]3)cc2n1. As a reaction SMILES: [CH2:41]([OH:42])[CH3:43].[CH2:45]([CH2:46][O:47][CH3:48])[O:49][CH3:50].[CH3:1][n:2]1[n:3][c:4](-[c:8]2[cH:9][c:10]3[n:11]([cH:12][cH:13]2)[cH:14][c:15]([NH:17][C:18](=[O:19])[NH:20][CH2:21][CH3:22])[n:16]3)[n:5][c:6]1[CH3:7].[CH3:51][C:52](=[O:53])[OH:54].[Cl:38][CH2:39][Cl:40].[Na+:32].[Na+:33].[O-:34][C:35](=[O:36])[O-:37].[OH2:44].[n:23]1[cH:24][c:25]([B:26]([OH:27])[OH:28])[cH:29][n:30][cH:31]1>>[n:2]1[nH:3][c:4](-[c:8]2[cH:9][c:10]3[n:11]([cH:12][cH:13]2)[cH:14][c:15]([NH:17][C:18](=[O:19])[NH:20][CH2:21][CH3:22])[n:16]3)[n:5][c:6]1[CH3:7].